From a dataset of the Open Reaction Database (ORD), a public repository of structured organic reaction records. describe an organic reaction: reactants, conditions, products, and yield Reactants: [OH-].[Na+] (sodium hydroxide), OO (Hydrogen peroxide), CC=1C2=C(SC1CC=1C=NC=CC1)C=CC(=C2)C#N (3-methyl-2-(3-pyridylmethyl)benzo[b]thiophene-5-carbonitrile), product, O (water). Solvent: C(C)O (ethanol). Reaction conditions: time 2 hour. The product is CC=1C2=C(SC1CC=1C=NC=CC1)C=CC(=C2)C(=O)N (3-methyl-2-(3-pyridylmethyl)benzo[b]thiophene-5-carboxamide). As a reaction SMILES: [OH:1]O.[CH3:3][C:4]1[C:5]2[CH:19]=[C:18]([C:20]#[N:21])[CH:17]=[CH:16][C:6]=2[S:7][C:8]=1[CH2:9][C:10]1[CH:11]=[N:12][CH:13]=[CH:14][CH:15]=1.[OH-].[Na+].O>C(O)C>[CH3:3][C:4]1[C:5]2[CH:19]=[C:18]([C:20]([NH2:21])=[O:1])[CH:17]=[CH:16][C:6]=2[S:7][C:8]=1[CH2:9][C:10]1[CH:11]=[N:12][CH:13]=[CH:14][CH:15]=1 |f:2.3|. Reported procedure: Hydrogen peroxide (1.6 ml of 30% w/v solution) was added to a stirred solution of 3-methyl-2-(3-pyridylmethyl)benzo[b]thiophene-5-carbonitrile (the product of Example 12(ii)) (0.30 g) in ethanol (3.5 ml) followed by 6N sodium hydroxide solution (1.6 ml). The resulting micture was heated at 50°-55° C. with stirring for 2 hours and then cooled and poured into water. The solid was filtered off, washed with water and crystallised from ethanol/water to give 3-methyl-2-(3-pyridylmethyl)benzo[b]thiophe... The reactants are BrC=1C=C2C(=C(C(NC2=CC1)=O)C1=CC=CC=C1)O (6-Bromo-4-hydroxy-3-phenylquinolin-2(1H)-one), ClC=1C=C(C=CC1)C(=O)C=1C=NC=CC1 ((3-chlorophenyl)(pyridin-3-yl)methanone), BrC=1C=C2C(=C(C(NC2=CC1)=O)C1=CC=CC=C1)O (6-Bromo-4-hydroxy-3-phenylquinolin-2(1H)-one), COC=1C=C(C=CC1)C(=O)C=1C=NC=CC1 ((3-methoxyphenyl)(pyridin-3-yl)methanone). Yields the product ClC1=C(C=NC2=CC=C(C=C12)C(O)(C=1C=NC=CC1)C1=CC(=CC=C1)OC)C1=CC=CC=C1 ((4-Chloro-3-phenylquinolin-6-yl)(3-methoxyphenyl)pyridin-3-ylmethanol). As a reaction SMILES: Br[C:2]1[CH:3]=[C:4]2[C:9](=[CH:10][CH:11]=1)[NH:8][C:7](=O)[C:6]([C:13]1[CH:18]=[CH:17][CH:16]=[CH:15][CH:14]=1)=[C:5]2O.[CH3:20][O:21][C:22]1[CH:23]=[C:24]([C:28]([C:30]2[CH:31]=[N:32][CH:33]=[CH:34][CH:35]=2)=[O:29])[CH:25]=[CH:26][CH:27]=1.[Cl:36]C1C=C(C(C2C=NC=CC=2)=O)C=CC=1>>[Cl:36][C:5]1[C:4]2[C:9](=[CH:10][CH:11]=[C:2]([C:28]([C:24]3[CH:25]=[CH:26][CH:27]=[C:22]([O:21][CH3:20])[CH:23]=3)([C:30]3[CH:31]=[N:32][CH:33]=[CH:34][CH:35]=3)[OH:29])[CH:3]=2)[N:8]=[CH:7][C:6]=1[C:13]1[CH:18]=[CH:17][CH:16]=[CH:15][CH:14]=1. Procedure details: The title compound was prepared using 6-bromo-4-chloro-3-phenylquinoline (Intermediate 3, step c) and (3-methoxyphenyl)(pyridin-3-yl)methanone in place of 6-bromo-2,4-dichloro-3-phenylquinoline and (3-chlorophenyl)(pyridin-3-yl)methanone, respectively, according to the procedure described in Example 25. 1H NMR (400 MHz, CDCl3) δ 8.83 (s, 1H), 8.61-8.65 (m, 1H), 8.53-8.57 (m, 1H), 8.37 (d, J=1.96 Hz, 1H), 8.09 (d, J=9.05 Hz, 1H), 7.68-7.75 (m, 2H), 7.50-7.55 (m, 5H), 7.26-7.30 (m, 2H), 6.83-6.91 ... Starting materials: [BH4-], CCO, Cl, [Na+], O=Cc1ccc(O)cc1, Cc1ccc(CC(N)c2ccccc2)cc1. Yields the product Cl, Cc1ccc(CC(NCc2ccc(O)cc2)c2ccccc2)cc1. RXN SMILES: [BH4-:26].[CH2:29]([OH:30])[CH3:31].[ClH:28].[Na+:27].[OH:17][c:18]1[cH:19][cH:20][c:21]([CH:22]=[O:23])[cH:24][cH:25]1.[c:1]1([CH:7]([CH2:8][c:9]2[cH:10][cH:11][c:12]([CH3:15])[cH:13][cH:14]2)[NH2:16])[cH:2][cH:3][cH:4][cH:5][cH:6]1>>[ClH:28].[c:1]1([CH:7]([CH2:8][c:9]2[cH:10][cH:11][c:12]([CH3:15])[cH:13][cH:14]2)[NH:16][CH2:22][c:21]2[cH:20][cH:19][c:18]([OH:17])[cH:25][cH:24]2)[cH:2][cH:3][cH:4][cH:5][cH:6]1.